Dataset: the Open Reaction Database (ORD), a public repository of structured organic reaction records. Task: describe an organic reaction: reactants, conditions, products, and yield The reactants are CCOCCCc1ccc(OB([O-])[O-])cc1, CN(Cc1ccc(NC(=O)C2=Cc3cc(Br)ccc3S(=O)(=O)CC2)cc1)C1CCOCC1, O=C([O-])[O-], CCO, Cc1ccccc1, [K+], [K+]. The product is CCOCCCc1ccc(-c2ccc3c(c2)C=C(C(=O)Nc2ccc(CN(C)C4CCOCC4)cc2)CCS3(=O)=O)cc1. Reaction SMILES: [B:33]([O-:34])([O-:47])[O:48][c:35]1[cH:36][cH:37][c:38]([CH2:41][CH2:42][CH2:43][O:44][CH2:45][CH3:46])[cH:39][cH:40]1.[Br:1][c:2]1[cH:3][cH:4][c:5]2[c:6]([cH:32]1)[CH:7]=[C:8]([C:14](=[O:15])[NH:16][c:17]1[cH:18][cH:19][c:20]([CH2:23][N:24]([CH:25]3[CH2:26][CH2:27][O:28][CH2:29][CH2:30]3)[CH3:31])[cH:21][cH:22]1)[CH2:9][CH2:10][S:11]2(=[O:12])=[O:13].[C:49](=[O:50])([O-:51])[O-:52].[CH3:55][CH2:56][OH:57].[CH3:58][c:59]1[cH:60][cH:61][cH:62][cH:63][cH:64]1.[K+:53].[K+:54]>>[c:2]1(-[c:35]2[cH:36][cH:37][c:38]([CH2:41][CH2:42][CH2:43][O:44][CH2:45][CH3:46])[cH:39][cH:40]2)[cH:3][cH:4][c:5]2[c:6]([cH:32]1)[CH:7]=[C:8]([C:14](=[O:15])[NH:16][c:17]1[cH:18][cH:19][c:20]([CH2:23][N:24]([CH:25]3[CH2:26][CH2:27][O:28][CH2:29][CH2:30]3)[CH3:31])[cH:21][cH:22]1)[CH2:9][CH2:10][S:11]2(=[O:12])=[O:13]. Starting materials: N(=[N+]=[N-])CC1=CC=C(C=C1)C1=CC=CC=C1 (4-Azidomethyl-biphenyl), C(C#C)(=O)OC (methyl propiolate), O=C1C(O)=C([O-])[C@H](O1)[C@@H](O)CO.[Na+] (sodium ascorbate), C(C)(=O)OCC (Ethyl acetate). Reagents/catalysts: S(=O)(=O)([O-])[O-].[Cu+2] (copper(II) sulfate). Solvent: CC(C)(C)O (tBuOH), O (water). Run at time 3 hour. Product: COC(=O)C=1N=NN(C1)CC1=CC=C(C=C1)C1=CC=CC=C1 (1-Biphenyl-4-ylmethyl-1H-[1,2,3]triazole-4-carboxylic acid methyl ester). As a reaction SMILES: [N:1]([CH2:4][C:5]1[CH:10]=[CH:9][C:8]([C:11]2[CH:16]=[CH:15][CH:14]=[CH:13][CH:12]=2)=[CH:7][CH:6]=1)=[N+:2]=[N-:3].[C:17]([O:21][CH3:22])(=[O:20])[C:18]#[CH:19].O=C1O[C@H]([C@H](CO)O)C([O-])=C1O.[Na+].C(OCC)(=O)C>CC(O)(C)C.O.S([O-])([O-])(=O)=O.[Cu+2]>[CH3:22][O:21][C:17]([C:18]1[N:3]=[N:2][N:1]([CH2:4][C:5]2[CH:10]=[CH:9][C:8]([C:11]3[CH:12]=[CH:13][CH:14]=[CH:15][CH:16]=3)=[CH:7][CH:6]=2)[CH:19]=1)=[O:20] |f:2.3,7.8|. Procedure: A mixture of 4-Azidomethyl-biphenyl (145 mg, 0.5 mmol), methyl propiolate (44 mg, 0.5 mmol), copper(II) sulfate (17 mg, 0.1 mmol) and sodium ascorbate (103 mg, 0.5 mmol) in 3 mL tBuOH and 1 mL water was stirred at room temperature for 3 h. Ethyl acetate was added and the mixture was extracted with water. The organic layer was dried over MgSO4 and evaporated in vacuo to give the title compound which was used in the next step without further purification. LCMS (method A) RtA=1.964 min; [M+H]+=294....